From a dataset of the Open Reaction Database (ORD), a public repository of structured organic reaction records. describe an organic reaction: reactants, conditions, products, and yield Starting materials: C(C1=CC=CC=C1)OC([C@@H](NC(=O)N1CCOCC1)CC1=CC=CC=C1)=O (N-morpholinocarbonyl-L-phenylalanine benzyl ester), [H][H] (hydrogen). The reagents and catalysts are [Pd] (palladium on carbon). Solvent: CO (methanol). The product is O1CCN(CC1)C(=O)N[C@@H](CC1=CC=CC=C1)C(=O)O (N-morpholinocarbonyl-L-phenylalanine). Yield: 94.4%. Reaction SMILES: C([O:8][C:9](=[O:27])[C@H:10]([CH2:20][C:21]1[CH:26]=[CH:25][CH:24]=[CH:23][CH:22]=1)[NH:11][C:12]([N:14]1[CH2:19][CH2:18][O:17][CH2:16][CH2:15]1)=[O:13])C1C=CC=CC=1.[H][H]>CO.[Pd]>[O:17]1[CH2:18][CH2:19][N:14]([C:12]([NH:11][C@H:10]([C:9]([OH:27])=[O:8])[CH2:20][C:21]2[CH:22]=[CH:23][CH:24]=[CH:25][CH:26]=2)=[O:13])[CH2:15][CH2:16]1. Reported procedure: A solution of N-morpholinocarbonyl-L-phenylalanine benzyl ester (1.43 g) in methanol (20 ml) was hydrogenated over 10% palladium on carbon (150 mg) at 3 atmospheric pressure of hydrogen for 1 hour. The solution was filtered and concentrated in vacuo to give N-morpholinocarbonyl-L-phenylalanine (1.02 g) as an amorphous powder. Reactants: NCCOCCO, N#Cc1c(OCC(F)(F)F)nc(OCCCOc2ccccc2)nc1N1CCc2ccccc2CC1, C1COCCO1. Product: N#Cc1c(OCC(F)(F)F)nc(NCCOCCO)nc1N1CCc2ccccc2CC1. As a reaction SMILES: [NH2:37][CH2:38][CH2:39][O:40][CH2:41][CH2:42][OH:43].[O:1]([CH2:2][CH2:3][CH2:4][O:5][c:12]1[n:13][c:14]([O:31][CH2:32][C:33]([F:34])([F:35])[F:36])[c:15]([C:29]#[N:30])[c:16]([N:18]2[CH2:19][CH2:20][c:21]3[c:22]([cH:25][cH:26][cH:27][cH:28]3)[CH2:23][CH2:24]2)[n:17]1)[c:6]1[cH:7][cH:8][cH:9][cH:10][cH:11]1.[O:44]1[CH2:45][CH2:46][O:47][CH2:48][CH2:49]1>>[c:12]1([NH:37][CH2:38][CH2:39][O:40][CH2:41][CH2:42][OH:43])[n:13][c:14]([O:31][CH2:32][C:33]([F:34])([F:35])[F:36])[c:15]([C:29]#[N:30])[c:16]([N:18]2[CH2:19][CH2:20][c:21]3[c:22]([cH:25][cH:26][cH:27][cH:28]3)[CH2:23][CH2:24]2)[n:17]1. Reactants: C(#N)NC(=S)NC (N-cyano-N'-methylthiourea), CC1=C(N=CN1)CSCCN (2-(5-methylimidazol-4-ylmethylthio)ethylamine), S(=O)(=O)([O-])[O-].[Na+].[Na+] (sodium sulfate). The solvent is CC#N (CH3CN). The product is C(#N)N=C(NC)NCCSCC=1N=CNC1C (N"-cyano-N-methyl-N'-[2-(5-methylimidazol-4-ylmethylthio)ethyl]-guanidine). Isolated yield 3.3%. As a reaction SMILES: [C:1]([NH:3][C:4]([NH:6][CH3:7])=S)#[N:2].[CH3:8][C:9]1[NH:13][CH:12]=[N:11][C:10]=1[CH2:14][S:15][CH2:16][CH2:17][NH2:18].S([O-])([O-])(=O)=O.[Na+].[Na+]>CC#N>[C:1]([N:3]=[C:4]([NH:18][CH2:17][CH2:16][S:15][CH2:14][C:10]1[N:11]=[CH:12][NH:13][C:9]=1[CH3:8])[NH:6][CH3:7])#[N:2] |f:2.3.4|. Reported procedure: A suspension of N-cyano-N'-methylthiourea (DBU salt) (0.534 g), 2-(5-methylimidazol-4-ylmethylthio)ethylamine (1.03 g), HgO (0.868 g) and anhydrous sodium sulfate (2 g) in CH3CN (20 ml) was heated under reflux for 20 hrs. with vigorous stirring. The hot reaction mixture was filtered and the filtrate was dried up and subjected to chromatography on SiO2 [eluant: CH3CN-CH3OH (4:1)]. The resulting crude product was purified by preparative thin layer chromatography [SiO2, AcOEt--MeOH--28% aq. NH3 (10... The reactants are C[Si](C)(C)CCOCn1nc(Nc2nc3cc(CO)ccc3n2C2CCCCC2)c2cc(Br)ccc21, C1COCCO1, COc1ccncc1B(O)O, ClCCl, [Na+], [Na+], O=C([O-])[O-], O. The product is COc1ccncc1-c1ccc2c(c1)c(Nc1nc3cc(CO)ccc3n1C1CCCCC1)nn2COCC[Si](C)(C)C. Reaction SMILES: [Br:1][c:2]1[cH:3][c:4]2[c:5]([NH:19][c:20]3[n:21][c:22]4[c:23]([n:24]3[CH:25]3[CH2:26][CH2:27][CH2:28][CH2:29][CH2:30]3)[cH:31][cH:32][c:33]([CH2:35][OH:36])[cH:34]4)[n:6][n:7]([CH2:11][O:12][CH2:13][CH2:14][Si:15]([CH3:16])([CH3:17])[CH3:18])[c:8]2[cH:9][cH:10]1.[CH2:51]1[O:52][CH2:53][CH2:54][O:55][CH2:56]1.[CH3:37][O:38][c:39]1[c:40]([B:45]([OH:46])[OH:47])[cH:41][n:42][cH:43][cH:44]1.[Cl:48][CH2:49][Cl:50].[Na+:57].[Na+:58].[O-:59][C:60](=[O:61])[O-:62].[OH2:63]>>[c:2]1(-[c:40]2[c:39]([O:38][CH3:37])[cH:44][cH:43][n:42][cH:41]2)[cH:3][c:4]2[c:5]([NH:19][c:20]3[n:21][c:22]4[c:23]([n:24]3[CH:25]3[CH2:26][CH2:27][CH2:28][CH2:29][CH2:30]3)[cH:31][cH:32][c:33]([CH2:35][OH:36])[cH:34]4)[n:6][n:7]([CH2:11][O:12][CH2:13][CH2:14][Si:15]([CH3:16])([CH3:17])[CH3:18])[c:8]2[cH:9][cH:10]1. Reactants: [Br-].C(CCCC[N+]1(CCCCC1)C)[N+]1(CCCCC1)C.[Br-] (1,1′-(pentane-1,5-diyl)bis(1-methylpiperidin-1-ium) bromide), [OH-] (hydroxide), LCNG(OH). Yields the product [OH-].C(CCCC[N+]1(CCCCC1)C)[N+]1(CCCCC1)C.[OH-] (1,1′-(pentane-1,5-diyl)bis(1-methylpiperidin-1-ium) hydroxide). RXN SMILES: [Br-].[CH2:2]([N+:14]1([CH3:20])[CH2:19][CH2:18][CH2:17][CH2:16][CH2:15]1)[CH2:3][CH2:4][CH2:5][CH2:6][N+:7]1([CH3:13])[CH2:12][CH2:11][CH2:10][CH2:9][CH2:8]1.[Br-].[OH-:22]>>[OH-:22].[CH2:6]([N+:7]1([CH3:13])[CH2:8][CH2:9][CH2:10][CH2:11][CH2:12]1)[CH2:5][CH2:4][CH2:3][CH2:2][N+:14]1([CH3:20])[CH2:15][CH2:16][CH2:17][CH2:18][CH2:19]1.[OH-:22] |f:0.1.2,4.5.6|. Procedure: 1,1′-(pentane-1,5-diyl)bis(1-methylpiperidin-1-ium) bromide was subsequently converted to a hydroxide solution by column ion-exchange using an excess of MTO-DOWEX SBR LCNG(OH) resin. Distilled water was eluted through the column until the pH was less than 11 and the resulting solution concentrated to the desired concentration, typically ˜20 wt %. The concentration was confirmed by acid-base titration and by 1H NMR. Starting materials: CC(=O)Oc1ccccc1CCl, CCOC(C)=O, O=c1[nH]nc2c(-c3ccc(Cl)cc3)c(-c3ccc(Cl)cc3)cnn12, [K+], [K+], O=C([O-])[O-], CN(C)C=O. Product: CC(=O)Oc1ccccc1Cn1nc2c(-c3ccc(Cl)cc3)c(-c3ccc(Cl)cc3)cnn2c1=O. As a reaction SMILES: [C:25]([CH3:26])(=[O:27])[O:28][c:29]1[c:30]([CH2:35][Cl:36])[cH:31][cH:32][cH:33][cH:34]1.[CH3:48][CH2:49][O:50][C:51]([CH3:52])=[O:53].[Cl:1][c:2]1[cH:3][cH:4][c:5](-[c:8]2[c:9](-[c:18]3[cH:19][cH:20][c:21]([Cl:24])[cH:22][cH:23]3)[c:10]3[n:11]([n:12][cH:13]2)[c:14](=[O:17])[nH:15][n:16]3)[cH:6][cH:7]1.[K+:37].[K+:38].[O-:39][C:40]([O-:41])=[O:42].[O:43]=[CH:44][N:45]([CH3:46])[CH3:47]>>[Cl:1][c:2]1[cH:3][cH:4][c:5](-[c:8]2[c:9](-[c:18]3[cH:19][cH:20][c:21]([Cl:24])[cH:22][cH:23]3)[c:10]3[n:11]([n:12][cH:13]2)[c:14](=[O:17])[n:15]([CH2:35][c:30]2[c:29]([O:28][C:25]([CH3:26])=[O:27])[cH:34][cH:33][cH:32][cH:31]2)[n:16]3)[cH:6][cH:7]1. Reactants: BrC=1C(=C(SC1)C(=O)NC1=C(C=CC(=C1)C(NC1CC1)=O)C)C (4-bromo-N-(5-(cyclopropylcarbamoyl)-2-methylphenyl)-3-methylthiophene-2-carboxamide), ClC1=CC=C(C=C1)B(O)O (4-chlorophenylboronic acid). Yields the product ClC1=CC=C(C=C1)C=1C(=C(SC1)C(=O)NC1=C(C=CC(=C1)C(NC1CC1)=O)C)C (4-(4-Chlorophenyl)-N-(5-(cyclopropylcarbamoyl)-2-methylphenyl)-3-methylthiophene-2-carboxamide). RXN SMILES: Br[C:2]1[C:3]([CH3:23])=[C:4]([C:7]([NH:9][C:10]2[CH:15]=[C:14]([C:16](=[O:21])[NH:17][CH:18]3[CH2:20][CH2:19]3)[CH:13]=[CH:12][C:11]=2[CH3:22])=[O:8])[S:5][CH:6]=1.[Cl:24][C:25]1[CH:30]=[CH:29][C:28](B(O)O)=[CH:27][CH:26]=1>>[Cl:24][C:25]1[CH:30]=[CH:29][C:28]([C:2]2[C:3]([CH3:23])=[C:4]([C:7]([NH:9][C:10]3[CH:15]=[C:14]([C:16](=[O:21])[NH:17][CH:18]4[CH2:20][CH2:19]4)[CH:13]=[CH:12][C:11]=3[CH3:22])=[O:8])[S:5][CH:6]=2)=[CH:27][CH:26]=1. Procedure details: The title compound was prepared by coupling 4-bromo-N-(5-(cyclopropylcarbamoyl)-2-methylphenyl)-3-methylthiophene-2-carboxamide a with commercially available 4-chlorophenylboronic acid using the method described in Step B of Example 136 to afford a white solid (Example 197). HPLC Ret time=3.67 min. LCMS [M+H]+ 425.17.